This data is from the Open Reaction Database (ORD), a public repository of structured organic reaction records. The task is: describe an organic reaction: reactants, conditions, products, and yield Starting materials: COc1cccc(C)c1-c1nc2cc(C)ccc2c(=O)[nH]1, CN(C)c1ccccc1, Cc1ccccc1, [Na+], O=C([O-])O, O=P(Cl)(Cl)Cl, c1ccccc1. Yields the product COc1cccc(C)c1-c1nc(Cl)c2ccc(C)cc2n1. As a reaction SMILES: [CH3:1][O:2][c:3]1[c:4](-[c:10]2[n:11][c:12]3[cH:13][c:14]([CH3:21])[cH:15][cH:16][c:17]3[c:18](=[O:20])[nH:19]2)[c:5]([CH3:9])[cH:6][cH:7][cH:8]1.[CH3:22][N:23]([c:24]1[cH:25][cH:26][cH:27][cH:28][cH:29]1)[CH3:30].[CH3:47][c:48]1[cH:49][cH:50][cH:51][cH:52][cH:53]1.[Na+:40].[O-:36][C:37]([OH:38])=[O:39].[P:31]([Cl:32])([Cl:33])([Cl:34])=[O:35].[cH:41]1[cH:42][cH:43][cH:44][cH:45][cH:46]1>>[CH3:1][O:2][c:3]1[c:4](-[c:10]2[n:11][c:12]3[cH:13][c:14]([CH3:21])[cH:15][cH:16][c:17]3[c:18]([Cl:33])[n:19]2)[c:5]([CH3:9])[cH:6][cH:7][cH:8]1. Starting materials: C(C1=CC=CC=C1)Br (benzylbromide), C(C)(=O)OCC (ethyl acetate), C1(=CC=CC=C1)O (phenol), C(=O)([O-])[O-].[K+].[K+] (K2CO3). The solvent is O (water), CN(C)C=O (DMF). Conditions: time 0.5 hour. The product is BrC1=CC=C(OC2=C(C=CC=C2)O)C=C1 (2-(4-Bromophenoxy)-phenol), desired product. The yield is 84.0%. RXN SMILES: [C:1]1([OH:7])[CH:6]=[CH:5][CH:4]=CC=1.[C:8]([O-])([O-])=O.[K+].[K+].[CH2:14]([Br:21])[C:15]1[CH:20]=CC=CC=1.[C:22]([O:25][CH2:26][CH3:27])(=O)[CH3:23]>CN(C=O)C.O>[Br:21][C:14]1[CH:15]=[CH:20][C:22]([O:25][C:26]2[CH:27]=[CH:4][CH:5]=[CH:6][C:1]=2[OH:7])=[CH:23][CH:8]=1 |f:1.2.3|. Reported procedure: 2-(4-Bromophenoxy)-phenol was prepared by reported method. A mixture of phenol (2.65 g, 10.0 mmol) and K2CO3 (1.45 g, 10.5 mmol) in DMF (20 mL) was stirred for 0.5 hours, and then benzylbromide (1.56 mL, m 13.0 mmol) was added. The reaction mixture was stirred at room temperature for 3 hours, then was diluted with ethyl acetate and water. The layers were separated and the aqueous layer was extracted with ethyl acetate. The combined organic layer was washed with water, 2 N HCl, sat'd NaHCO3, and ... Reactants: C(CCCCCCCCCCCCCC)C=1NC2=CC=C(C=C2C1C)C(=S)OCC (ethyl 2-(n-pentadecyl)-3-methylthioindole-5-carboxylate), O1CCOCC1 (dioxan). The reagents and catalysts are [Ni] (Raney nickel). The product is C(CCCCCCCCCCCCCC)C=1NC2=CC=C(C=C2C1)C(=O)OCC (ethyl 2-(n-pentadecyl)indole-5-carboxylate). Reaction SMILES: [CH2:1]([C:16]1[NH:17][C:18]2[C:23]([C:24]=1C)=[CH:22][C:21]([C:26]([O:28][CH2:29][CH3:30])=S)=[CH:20][CH:19]=2)[CH2:2][CH2:3][CH2:4][CH2:5][CH2:6][CH2:7][CH2:8][CH2:9][CH2:10][CH2:11][CH2:12][CH2:13][CH2:14][CH3:15].[O:31]1CCOCC1>[Ni]>[CH2:1]([C:16]1[NH:17][C:18]2[C:23]([CH:24]=1)=[CH:22][C:21]([C:26]([O:28][CH2:29][CH3:30])=[O:31])=[CH:20][CH:19]=2)[CH2:2][CH2:3][CH2:4][CH2:5][CH2:6][CH2:7][CH2:8][CH2:9][CH2:10][CH2:11][CH2:12][CH2:13][CH2:14][CH3:15]. Procedure: Raney nickel (5 g) was added to a solution of ethyl 2-(n-pentadecyl)-3-methylthioindole-5-carboxylate (0.5 g) in dioxan (25 ml) and the mixture was heated on a steam bath for 1 hour. The mixture was filtered hot and the filtrate was evaporated in vacuo to give a white solid. This solid was recrystallised from petroleum ether (b.p. 60°-80° C.) to give ethyl 2-(n-pentadecyl)indole-5-carboxylate (0.35 g), m.p. 89°-91° C. The reactants are Cl (hydrochloric acid), [N-]=[N+]=[N-].[Na+] (sodium azide), [Cl-].[NH4+] (ammonium chloride), C(#N)COC=1C=C(OC2=C(C=CC=C2)NC(C2=CC=C(C=C2)OCCCCCC)=O)C=CC1 (N-[2-(3-cyanomethoxyphenoxy)phenyl]-4-hexyloxybenzamide). Solvent: CN(C=O)C (N,N-dimethylformamide), ice water. Conditions: time 1 hour. Yields the product N1N=NN=C1COC=1C=C(OC2=C(C=CC=C2)NC(C2=CC=C(C=C2)OCCCCCC)=O)C=CC1 (N-[2-[3-(1H-Tetrazol-5-yl)methoxyphenoxy]phenyl]-4-hexyloxybenzamide). The yield is 82.1%. As a reaction SMILES: [C:1]([CH2:3][O:4][C:5]1[CH:6]=[C:7]([CH:31]=[CH:32][CH:33]=1)[O:8][C:9]1[CH:14]=[CH:13][CH:12]=[CH:11][C:10]=1[NH:15][C:16](=[O:30])[C:17]1[CH:22]=[CH:21][C:20]([O:23][CH2:24][CH2:25][CH2:26][CH2:27][CH2:28][CH3:29])=[CH:19][CH:18]=1)#[N:2].[N-:34]=[N+:35]=[N-:36].[Na+].[Cl-].[NH4+].Cl>CN(C)C=O>[NH:34]1[C:1]([CH2:3][O:4][C:5]2[CH:6]=[C:7]([CH:31]=[CH:32][CH:33]=2)[O:8][C:9]2[CH:14]=[CH:13][CH:12]=[CH:11][C:10]=2[NH:15][C:16](=[O:30])[C:17]2[CH:18]=[CH:19][C:20]([O:23][CH2:24][CH2:25][CH2:26][CH2:27][CH2:28][CH3:29])=[CH:21][CH:22]=2)=[N:2][N:36]=[N:35]1 |f:1.2,3.4|. Procedure details: In 15 ml of N,N-dimethylformamide (DMF) was dissolved 1.5 g of N-[2-(3-cyanomethoxyphenoxy)phenyl]-4-hexyloxybenzamide followed by addition of 0.44 g of sodium azide and 0.37 g of ammonium chloride, and the mixture was stirred at 105°-110° C. for 1 hour. After cooling, the reaction mixture was diluted with ice-water and acidified with hydrochloric acid. The resulting precipitate was collected by filtration and recrystallized from ethanol to give 1.35 g of the title compound as white crystals, m.... The reactants are CO, Cl, NNC(N)=S, NC(=O)CCC(=O)c1ccccc1, O. Yields the product NC(=O)CCC(=NNC(N)=S)c1ccccc1. RXN SMILES: [CH3:21][OH:22].[ClH:19].[NH2:1][NH:2][C:3](=[S:4])[NH2:5].[O:6]=[C:7]([CH2:8][CH2:9][C:10](=[O:11])[NH2:12])[c:13]1[cH:14][cH:15][cH:16][cH:17][cH:18]1.[OH2:20]>>[N:1]([NH:2][C:3](=[S:4])[NH2:5])=[C:7]([CH2:8][CH2:9][C:10](=[O:11])[NH2:12])[c:13]1[cH:14][cH:15][cH:16][cH:17][cH:18]1. The reactants are Br.C(C)(=O)O (Hydrogen bromide acetic acid), C(C1=CC=CC=C1)OC(=O)NCC(=O)N(O)CCCP(O)(O)=O (3-[N-(N-benzyloxycarbonylaminoacetyl)-N-hydroxyamino] propylphosphonic acid), resultant mixture, C(C)OCC (ethyl ether). Run in C(C)(=O)O (acetic acid). Product: NCC(=O)N(O)CCCP(O)(O)=O (3-(N-aminoacetyl-N-hydroxyamino)propylphosphonic acid). Isolated yield 32.6%. Reaction SMILES: Br.C(O)(=O)C.C(OC([NH:16][CH2:17][C:18]([N:20]([CH2:22][CH2:23][CH2:24][P:25](=[O:28])([OH:27])[OH:26])[OH:21])=[O:19])=O)C1C=CC=CC=1.C(OCC)C>C(O)(=O)C>[NH2:16][CH2:17][C:18]([N:20]([CH2:22][CH2:23][CH2:24][P:25](=[O:26])([OH:28])[OH:27])[OH:21])=[O:19] |f:0.1|. Reported procedure: 48% Hydrogen bromide-acetic acid (1 ml) was added under ice-cooling to a solution of 3-[N-(N-benzyloxycarbonylaminoacetyl)-N-hydroxyamino] propylphosphonic acid (200 mg) in acetic acid (1 ml) and the reaction mixture was stirred at an ambient temperature for an hour. To the resultant mixture was added dry ethyl ether (20 ml) to precipitate an oil. The oil was separated, washed twice with dry ethyl ether (10 ml) and then dissolved in water (0.5 ml). The solution was adjusted to pH 4 with pyridine... Starting materials: ClC=1C=NC=C(C1SC1=C(C=C(S1)C(=O)OCC)[N+](=O)[O-])Cl (Ethyl 5-[(3,5-dichloro-4-pyridyl)sulfanyl]-4-nitro-thiophene-2-carboxylate), S(O)(O)(=O)=O (sulfuric acid), ice. Solvent: O (water). Reaction conditions: temperature 100 celsius, time 20 minute. The product is ClC=1C=NC=C(C1SC1=C(C=C(S1)C(=O)O)[N+](=O)[O-])Cl (5-[(3,5-dichloro-4-pyridyl)sulfanyl]-4-nitro-thiophene-2-carboxylic acid). Isolated yield 78.1%. As a reaction SMILES: [Cl:1][C:2]1[CH:3]=[N:4][CH:5]=[C:6]([Cl:22])[C:7]=1[S:8][C:9]1[S:13][C:12]([C:14]([O:16]CC)=[O:15])=[CH:11][C:10]=1[N+:19]([O-:21])=[O:20].S(=O)(=O)(O)O>O>[Cl:22][C:6]1[CH:5]=[N:4][CH:3]=[C:2]([Cl:1])[C:7]=1[S:8][C:9]1[S:13][C:12]([C:14]([OH:16])=[O:15])=[CH:11][C:10]=1[N+:19]([O-:21])=[O:20]. Reported procedure: Ethyl 5-[(3,5-dichloro-4-pyridyl)sulfanyl]-4-nitro-thiophene-2-carboxylate (1.8 g, 4.74 mmol) was added to a solution of concentrated sulfuric acid (10 mL) diluted with water (20 mL), and the resulting mixture was heated at 100° C. for 5 hours. After this time, the mixture was poured into ice (4.5 mL) and stirred at room temperature for 20 minutes, then the resulting solid was collected by filtration, washed with water and dried in vacuo at 40° C. overnight to afford the title product as a white...